From a dataset of the Open Reaction Database (ORD), a public repository of structured organic reaction records. describe an organic reaction: reactants, conditions, products, and yield Reactants: C(CCC)NC1=C(C=C2C(=C1)OCO2)[N+](=O)[O-] (2-n-butylamino-4,5-methylenedioxy-1-nitrobenzene), C[O-].[Na+] (sodium methylate). Run in CO (methanol), CO (methanol). The product is COC1=C(C=C(C(=C1)NCCCC)[N+](=O)[O-])O (2-methoxy-4-n-butylamino-5-nitrophenol). Reaction SMILES: [CH2:1]([NH:5][C:6]1[CH:11]=[C:10]2[O:12][CH2:13][O:14][C:9]2=[CH:8][C:7]=1[N+:15]([O-:17])=[O:16])[CH2:2][CH2:3][CH3:4].C[O-].[Na+]>CO>[CH3:13][O:12][C:10]1[CH:11]=[C:6]([NH:5][CH2:1][CH2:2][CH2:3][CH3:4])[C:7]([N+:15]([O-:17])=[O:16])=[CH:8][C:9]=1[OH:14] |f:1.2|. Procedure: A solution of 0.03 mol (6.9 g) of 2-n-butylamino-4,5-methylenedioxy-1-nitrobenzene, prepared according to Example 4, in 45 ml of a 30% strength solution of sodium methylate in methanol is brought for 15 minutes to the refluxing temperature of the methanol. Reactants: C(C)C(C(=O)OCC)(C(=O)OCC)C1=CC=C(C=C1)[N+](=O)[O-] (diethyl 2-ethyl-2-(4-nitrophenyl)malonate), [OH-].[Na+] (sodium hydroxide). Solvent: C(C)O (ethanol), O (water). The product is [N+](=O)([O-])C1=CC=C(C=C1)C(C(=O)O)CC (2-(4-nitrophenyl)-n-butyric acid). The yield is 69.2%. Reaction SMILES: [CH2:1]([C:3]([C:14]1[CH:19]=[CH:18][C:17]([N+:20]([O-:22])=[O:21])=[CH:16][CH:15]=1)(C(OCC)=O)[C:4]([O:6]CC)=[O:5])[CH3:2].[OH-].[Na+]>C(O)C.O>[N+:20]([C:17]1[CH:16]=[CH:15][C:14]([CH:3]([CH2:1][CH3:2])[C:4]([OH:6])=[O:5])=[CH:19][CH:18]=1)([O-:22])=[O:21] |f:1.2|. Reported procedure: In 150 ml of ethanol was dissolved 37.18 g (0.12 mole) of diethyl 2-ethyl-2-(4-nitrophenyl)malonate and a solution of 30.41 g (0.76 mole) of sodium hydroxide in 100 ml of water was added and then heated under reflux for 3 hours on an oil bath. After the solvent was distilled off in vacuo, the residue was dissolved in 200 ml of water and then extracted with 300 ml of ether. The ether layer was removed and the water layer was acidified with conc. hydrochloric acid and extracted again with ether. T... The reactants are C1(CCCCC1)N=C=NC1CCCCC1 (Dicyclohexylcarbodiimide), C1(=CC=CC=C1)C(C1=CC=CC=C1)OC(=O)C=1N2C([C@H]([C@H]2SCC1CSC1=NN2C(=NC(=CC2=O)C)S1)N)=O ((6R, 7R)-7-amino-3-[(7-methyl-5-oxo-5H-1,3,4-thiadiazolo[3,2-a]pyrimidin-2-yl)thiomethyl]-8-oxo-5-thia-1-azabicyclo[4.2.0]oct-2-ene-2-carboxylic acid diphenylmethyl ester), C1(=CC=CC=C1)C(C1=CC=CC=C1)(C1=CC=CC=C1)NC=1SC=C(N1)/C(/C(=O)O)=N/OC(C)(C)OC (2-(2-triphenylmethylamino-4-thiazolyl)-2-[Z-(1-methoxy-1-methylethyl)oxyimino]acetic acid), O1CCCC1 (tetrahydrofuran). Run in ClCCl (dichloromethane). Reaction conditions: time 8 hour. Product: C1(=CC=CC=C1)C(C1=CC=CC=C1)OC(=O)C=1N2C([C@H]([C@H]2SCC1CSC1=NN2C(=NC(=CC2=O)C)S1)NC(\C(=N/OC(C)(C)OC)\C=1N=C(SC1)NC(C1=CC=CC=C1)(C1=CC=CC=C1)C1=CC=CC=C1)=O)=O ((6R, 7R)-7-[2-(2-triphenylmethylamino-4-thiazolyl)-2-[Z-(1-methoxy-1-methylethyl)oxyimino]acetamido]-3-[(7-methyl-5-oxo-5H-1,3,4-thiadiazolo[3,2-a]pyrimidin-2-yl)thiomethyl]-8-oxo-5-thia-1-azabicyclo[4.2.0]oct-2-ene-2-carboxylic acid diphenylmethyl ester). The yield is 41.9%. RXN SMILES: [C:1]1([CH:7]([O:14][C:15]([C:17]2[N:18]3[C@H:21]([S:22][CH2:23][C:24]=2[CH2:25][S:26][C:27]2[S:37][C:30]4=[N:31][C:32]([CH3:36])=[CH:33][C:34](=[O:35])[N:29]4[N:28]=2)[C@H:20]([NH2:38])[C:19]3=[O:39])=[O:16])[C:8]2[CH:13]=[CH:12][CH:11]=[CH:10][CH:9]=2)[CH:6]=[CH:5][CH:4]=[CH:3][CH:2]=1.[C:40]1([C:46]([NH:59][C:60]2[S:61][CH:62]=[C:63](/[C:65](=[N:69]/[O:70][C:71]([O:74][CH3:75])([CH3:73])[CH3:72])/[C:66](O)=[O:67])[N:64]=2)([C:53]2[CH:58]=[CH:57][CH:56]=[CH:55][CH:54]=2)[C:47]2[CH:52]=[CH:51][CH:50]=[CH:49][CH:48]=2)[CH:45]=[CH:44][CH:43]=[CH:42][CH:41]=1.O1CCCC1.C1(N=C=NC2CCCCC2)CCCCC1>ClCCl>[C:1]1([CH:7]([O:14][C:15]([C:17]2[N:18]3[C@H:21]([S:22][CH2:23][C:24]=2[CH2:25][S:26][C:27]2[S:37][C:30]4=[N:31][C:32]([CH3:36])=[CH:33][C:34](=[O:35])[N:29]4[N:28]=2)[C@H:20]([NH:38][C:66](=[O:67])/[C:65](/[C:63]2[N:64]=[C:60]([NH:59][C:46]([C:40]4[CH:41]=[CH:42][CH:43]=[CH:44][CH:45]=4)([C:47]4[CH:52]=[CH:51][CH:50]=[CH:49][CH:48]=4)[C:53]4[CH:58]=[CH:57][CH:56]=[CH:55][CH:54]=4)[S:61][CH:62]=2)=[N:69]\[O:70][C:71]([O:74][CH3:75])([CH3:73])[CH3:72])[C:19]3=[O:39])=[O:16])[C:8]2[CH:9]=[CH:10][CH:11]=[CH:12][CH:13]=2)[CH:2]=[CH:3][CH:4]=[CH:5][CH:6]=1. Procedure: The product obtained in Step 2 (3.25 g) and 2-(2-triphenylmethylamino-4-thiazolyl)-2-[Z-(1-methoxy-1-methylethyl)oxyimino]acetic acid (5.64 g) were dissolved in dichloromethane (93 ml) and tetrahydrofuran (93 ml) under a nitrogen stream, and the solution was cooled to 0° C. Dicyclohexylcarbodiimide (2.32 g) was added to this solution by small portions, and the mixture was stirred overnight at room temperature. After filtering off the insoluble matters, the filtrate was concentrated under reduced... The reactants are CC(C)(C)OC(=O)N1CC(O)CC1C(=O)O, C1CCOC1, C=[N+]=[N-]. Yields the product COC(=O)C1CC(O)CN1C(=O)OC(C)(C)C. Reaction SMILES: [C:1]([CH3:2])([CH3:3])([CH3:4])[O:5][C:6](=[O:7])[N:8]1[CH:9]([C:14](=[O:15])[OH:16])[CH2:10][CH:11]([OH:13])[CH2:12]1.[CH2:20]1[O:21][CH2:22][CH2:23][CH2:24]1.[N+:17](=[N-:18])=[CH2:19]>>[C:1]([CH3:2])([CH3:3])([CH3:4])[O:5][C:6](=[O:7])[N:8]1[CH:9]([C:14](=[O:15])[O:16][CH3:19])[CH2:10][CH:11]([OH:13])[CH2:12]1. Reactants: COC(=O)CC1Nc2ccc(C(=O)O)cc2CN(C)C1=O, ClCCCl, CNCc1cc2ccccc2n1C, CN(C)C=O, O, On1nnc2ccccc21. The product is COC(=O)CC1Nc2ccc(C(=O)N(C)Cc3cc4ccccc4n3C)cc2CN(C)C1=O. RXN SMILES: [C:1](=[O:2])([O:3][CH3:4])[CH2:5][CH:6]1[NH:7][c:8]2[c:9]([cH:15][c:16]([C:19](=[O:20])[OH:21])[cH:17][cH:18]2)[CH2:10][N:11]([CH3:14])[C:12]1=[O:13].[CH2:45]([Cl:46])[CH2:47][Cl:48].[CH3:22][n:23]1[c:24]([CH2:32][NH:33][CH3:34])[cH:25][c:26]2[cH:27][cH:28][cH:29][cH:30][c:31]12.[O:49]=[CH:50][N:51]([CH3:52])[CH3:53].[OH2:54].[OH:35][n:36]1[c:37]2[c:38]([cH:39][cH:40][cH:41][cH:42]2)[n:43][n:44]1>>[C:1](=[O:2])([O:3][CH3:4])[CH2:5][CH:6]1[NH:7][c:8]2[c:9]([cH:15][c:16]([C:19](=[O:21])[N:33]([CH2:32][c:24]3[n:23]([CH3:22])[c:31]4[c:26]([cH:25]3)[cH:27][cH:28][cH:29][cH:30]4)[CH3:34])[cH:17][cH:18]2)[CH2:10][N:11]([CH3:14])[C:12]1=[O:13]. Starting materials: C[S-].[Na+] (sodium thiomethoxide), ClC1=CC=CC(=N1)OCC1=C(C=CC=C1)\C(\C(=O)NC)=N/OC ((E)-2-[2-(6-chloropyridin-2-yloxymethyl)phenyl]-2-methoxyimino-N-methylacetamide), O (Water). Run in O1CCCC1 (tetrahydrofuran). Conditions: time 5 hour. The product is CSC1=CC=CC(=N1)OCC1=C(C=CC=C1)\C(\C(=O)NC)=N/OC ((E)-2-[2-(6-methylthiopyridin-2-yloxymethyl)phenyl]-2-methoxyimino-N-methylacetamide). The yield is 64.4%. As a reaction SMILES: Cl[C:2]1[N:7]=[C:6]([O:8][CH2:9][C:10]2[CH:15]=[CH:14][CH:13]=[CH:12][C:11]=2/[C:16](=[N:21]\[O:22][CH3:23])/[C:17]([NH:19][CH3:20])=[O:18])[CH:5]=[CH:4][CH:3]=1.[CH3:24][S-:25].[Na+].O>O1CCCC1>[CH3:24][S:25][C:2]1[N:7]=[C:6]([O:8][CH2:9][C:10]2[CH:15]=[CH:14][CH:13]=[CH:12][C:11]=2/[C:16](=[N:21]\[O:22][CH3:23])/[C:17]([NH:19][CH3:20])=[O:18])[CH:5]=[CH:4][CH:3]=1 |f:1.2|. Procedure: (E)-2-[2-(6-chloropyridin-2-yloxymethyl)phenyl]-2-methoxyimino-N-methylacetamide (1.2 g) was dissolved in tetrahydrofuran (10 ml), and sodium thiomethoxide (1 g) was added. The mixture was heated under reflux with stirring for 5 hours. Water was added, and the mixture was extracted with ethyl acetate. The organic layer was washed with saturated brine and dried, and the solvent was evaporated. The resulting oil was purified by column chromatography on silica gel to give the title compound (800 mg... Starting materials: C(C)OC(CN=C(C1=CC=CC=C1)C1=CC=CC=C1)=O (N-(diphenylmethylene)glycine ethyl ester), C[Si](C)(C)[NH-].C[Si](C)(C)[NH-].[Na+].[Na+] (sodium bis (trimethylsilylamide)), BrCCCC1C(CC(N1)=O)C (5-(3-bromopropyl)-4-methylpyrrolidin-2-one). The solvent is C1CCOC1 (THF), C1CCOC1 (THF). Conditions: temperature -72 celsius, time 30 minute. Yields the product NC(C(=O)OCC)CCCC1NC(CC1C)=O (ethyl α-amino-3-methyl-5-oxopyrrolidine-2-pentanoate). As a reaction SMILES: [CH2:1]([O:3][C:4](=[O:20])[CH2:5][N:6]=C(C1C=CC=CC=1)C1C=CC=CC=1)[CH3:2].C[Si]([NH-])(C)C.C[Si]([NH-])(C)C.[Na+].[Na+].Br[CH2:34][CH2:35][CH2:36][CH:37]1[NH:41][C:40](=[O:42])[CH2:39][CH:38]1[CH3:43]>C1COCC1>[NH2:6][CH:5]([CH2:34][CH2:35][CH2:36][CH:37]1[CH:38]([CH3:43])[CH2:39][C:40](=[O:42])[NH:41]1)[C:4]([O:3][CH2:1][CH3:2])=[O:20] |f:1.2.3.4|. Procedure: A solution of N-(diphenylmethylene)glycine ethyl ester (Aldrich, 37 mmol) in THF (20 mL) is added to -72° C. solution of sodium bis (trimethylsilylamide) (35 mmol, 0.5 M in THF), while the solution is kept below -65° C. The resulting solution is then stirred at -72° C. for 30 min.; followed by the rapid addition of a cooled solution (-72° C.) of the product from EXAMPLE 236 (24 mmol) in THF via canula. The cooling bath is removed immediately and the mixture allowed to warm to 0° C. for 4 h. The ...